Dataset: the Open Reaction Database (ORD), a public repository of structured organic reaction records. Task: describe an organic reaction: reactants, conditions, products, and yield Starting materials: NO (hydroxylamine), COC(=O)CCCCCC1=CC=CC=2N1C=NC2 (5-(5-methoxycarbonylpentyl)imidazo[1,5-a]pyridine). Yields the product ONC(=O)CCCCCC1=CC=CC=2N1C=NC2 (5-[5-(hydroxycarbamoyl)pentyl]-imidazo[1,5-a]-pyridine). RXN SMILES: [NH2:1][OH:2].C[O:4][C:5]([CH2:7][CH2:8][CH2:9][CH2:10][CH2:11][C:12]1[N:17]2[CH:18]=[N:19][CH:20]=[C:16]2[CH:15]=[CH:14][CH:13]=1)=O>CO>[OH:2][NH:1][C:5]([CH2:7][CH2:8][CH2:9][CH2:10][CH2:11][C:12]1[N:17]2[CH:18]=[N:19][CH:20]=[C:16]2[CH:15]=[CH:14][CH:13]=1)=[O:4]. The solvent is CO (methanol). Reported procedure: A solution of hydroxylamine (from 2.06 g of hydroxylamine hydrochloride and 2.02 g of sodium hydroxide) and 5-(5-methoxycarbonylpentyl)imidazo[1,5-a]pyridine (6.08 g) in 25 ml of methanol is allowed to stand at room temperature for 20 hours. The methanol is evaporated and the residue is taken up in 5 ml of water and adjusted to pH=7. The resulting oil crystallizes and the solid is collected, yielding 5-[5-(hydroxycarbamoyl)pentyl]-imidazo[1,5-a]-pyridine, m.p. 138°-140°. Reaction conditions: time 20 hour. Starting materials: C(C)OC(=O)CC=1C(=NC(=NC1)C(C)(C)C)O (5-ethoxycarbonylmethyl-4hydroxy-2-(2-methylprop-2-yl)-pyrimidine), P(=O)(Cl)(Cl)Cl (Phosphorus oxychloride), resultant mixture. Product: ClC1=NC(=NC=C1CC(=O)OCC)C(C)(C)C (4-chloro-5-ethoxycarbonylmethyl-2-(2-methylprop-2-yl)pyrimidine). RXN SMILES: [CH2:1]([O:3][C:4]([CH2:6][C:7]1[C:8](O)=[N:9][C:10]([C:13]([CH3:16])([CH3:15])[CH3:14])=[N:11][CH:12]=1)=[O:5])[CH3:2].P(Cl)(Cl)([Cl:20])=O>>[Cl:20][C:8]1[C:7]([CH2:6][C:4]([O:3][CH2:1][CH3:2])=[O:5])=[CH:12][N:11]=[C:10]([C:13]([CH3:16])([CH3:15])[CH3:14])[N:9]=1. Procedure: Phosphorus oxychloride (30 cm3) was added portionwise to 5-ethoxycarbonylmethyl-4hydroxy-2-(2-methylprop-2-yl)-pyrimidine (15.0 g). An exothermic reaction occurred and the resultant mixture was poured onto ice. After neutralisation with sodium carbonate the mixture was extracted with ethyl acetate and the extracts washed with water and dried over anhydrous magnesium sulphate. Removal of the solvent by evaporation under reduced pressure yielded 4-chloro-5-ethoxycarbonylmethyl-2-(2-methylprop-2-yl... Reactants: C(C1=CC=CC=C1)(=O)[C@H]1C(N(C(C1)CC1=CC=C(C=C1)C1=CC=CC=C1)\C=C\C1=CC=CC=C1)=O ((S)-3-Benzoyl-5-biphenyl-4-ylmethyl-1-((E)-styryl)-pyrrolidin-2-one), C=O (formaldehyde), CCCC[N+](CCCC)(CCCC)CCCC.[OH-] (TBAH), C(=O)([O-])[O-].[K+].[K+] (K2CO3). Run in O1CCCC1 (tetrahydrofuran), [Cl-].[Na+].O (brine). Reaction conditions: temperature 50 celsius, time 2 hour. Yields the product C1(=CC=C(C=C1)C[C@@H]1CC(C(N1CN1CCCC1)=O)=C)C1=CC=CC=C1 ((R)-5-Biphenyl-4-ylmethyl-3-methylene-1-pyrrolidin-1-ylmethyl-pyrrolidin-2-one). As a reaction SMILES: [C:1]([C@@H:9]1[CH2:13][CH:12]([CH2:14][C:15]2[CH:20]=[CH:19][C:18]([C:21]3[CH:26]=[CH:25][CH:24]=[CH:23][CH:22]=3)=[CH:17][CH:16]=2)[N:11](/C=C/C2C=CC=CC=2)C1=O)(=O)C1C=CC=CC=1.C=O.CCCC[N+:42]([CH2:51]CCC)([CH2:47][CH2:48][CH2:49][CH3:50])CCCC.[OH-].[C:56]([O-:59])([O-])=O.[K+].[K+]>O1CCCC1.[Cl-].[Na+].O>[C:18]1([C:21]2[CH:22]=[CH:23][CH:24]=[CH:25][CH:26]=2)[CH:17]=[CH:16][C:15]([CH2:14][C@H:12]2[N:11]([CH2:51][N:42]3[CH2:47][CH2:48][CH2:49][CH2:50]3)[C:56](=[O:59])[C:9](=[CH2:1])[CH2:13]2)=[CH:20][CH:19]=1 |f:2.3,4.5.6,8.9.10|. Procedure: The mixture of (R/S)-3-Benzoyl-(S)-5-biphenyl-4-ylmethyl-1-pyrrolidin-1-ylmethyl-pyrrolidin-2-one (4a, R1=pyrrolidinylmethyl, R4=phenyl) (0.44 g, 1 mmol), formaldehyde (37% in water, 0.24 g, 3 mmol), TBAH (6.5 mg, 0.01 mmol) and K2CO3 (0.28 g, 1.3 mmol, dissolved in 1 mL water) in 5 mL dry tetrahydrofuran was heated to 50° C. and stirred for 2 hours. Then the reaction mixture is diluted with 5 mL brine and stirred for 15 min, stop stirring, and remove the lower aqueous layer. the organic phase i... Reactants: N(=[N+]=[N-])C[C@H]1NC([C@H]1NC(\C(\C=1N=C(SC1)NC(=O)OC(C)(C)C)=N/OC1(CC1)C(=O)OC(C1=CC=CC=C1)C1=CC=CC=C1)=O)=O (benzhydryl 1-(((Z)-(2-(((2R,3S)-2-(azidomethyl)-4-oxoazetidin-3-yl)amino)-1-(2-((tert-butoxycarbonyl)amino)thiazol-4-yl)-2-oxoethylidene)amino)oxy)cyclopropanecarboxylate), C1=CC=C(C=C1)P(C2=CC=CC=C2)C3=CC=CC=C3 (Ph3P). Run in C1CCOC1 (THF), CO (MeOH). Reaction conditions: time 12 hour. The product is NC[C@H]1NC([C@H]1NC(\C(\C=1N=C(SC1)NC(=O)OC(C)(C)C)=N/OC1(CC1)C(=O)OC(C1=CC=CC=C1)C1=CC=CC=C1)=O)=O (Benzhydryl 1-(((Z)-(2-(((2R,3S)-2-(aminomethyl)-4-oxoazetidin-3-yl)amino)-1-(2-((tert-butoxycarbonyl)amino)thiazol-4-yl)-2-oxoethylidene)amino)oxy)cyclopropanecarboxylate). Isolated yield 55.9%. As a reaction SMILES: [N:1]([CH2:4][C@@H:5]1[C@H:8]([NH:9][C:10](=[O:46])/[C:11](=[N:25]\[O:26][C:27]2([C:30]([O:32][CH:33]([C:40]3[CH:45]=[CH:44][CH:43]=[CH:42][CH:41]=3)[C:34]3[CH:39]=[CH:38][CH:37]=[CH:36][CH:35]=3)=[O:31])[CH2:29][CH2:28]2)/[C:12]2[N:13]=[C:14]([NH:17][C:18]([O:20][C:21]([CH3:24])([CH3:23])[CH3:22])=[O:19])[S:15][CH:16]=2)[C:7](=[O:47])[NH:6]1)=[N+]=[N-].C1C=CC(P(C2C=CC=CC=2)C2C=CC=CC=2)=CC=1>C1COCC1.CO>[NH2:1][CH2:4][C@@H:5]1[C@H:8]([NH:9][C:10](=[O:46])/[C:11](=[N:25]\[O:26][C:27]2([C:30]([O:32][CH:33]([C:40]3[CH:45]=[CH:44][CH:43]=[CH:42][CH:41]=3)[C:34]3[CH:39]=[CH:38][CH:37]=[CH:36][CH:35]=3)=[O:31])[CH2:29][CH2:28]2)/[C:12]2[N:13]=[C:14]([NH:17][C:18]([O:20][C:21]([CH3:24])([CH3:23])[CH3:22])=[O:19])[S:15][CH:16]=2)[C:7](=[O:47])[NH:6]1. Procedure: To a solution of benzhydryl 1-(((Z)-(2-(((2R,3S)-2-(azidomethyl)-4-oxoazetidin-3-yl)amino)-1-(2-((tert-butoxycarbonyl)amino)thiazol-4-yl)-2-oxoethylidene)amino)oxy)cyclopropanecarboxylate (689 mg, 1.04 mmol) in THF (10 mL) and MeOH (1.3 mL) was added Ph3P (301 mg, 1.15 mmol). After 12 h, the reaction mixture was concentrated in vacuo. The crude residue was purified via silica gel chromatography (MeOH-DCM, 0-100%) to afford the title compound (369 mg, 56%). LCMS: Rt=0.88 min, m/z=635.1 (M+1), Met... Starting materials: C(C)(C)(C)OC(=O)N1C[C@@]2(N(CC1)C(N(C2=O)CC(F)(F)F)=O)CC2=NC=CC=C2 (1,3-dioxo-8a(S)-pyridin-2-ylmethyl-2-(2,2,2-trifluoro-ethyl)-hexahydro-imidazo[1,5-a]pyrazine-7-carboxylic acid tert-butyl ester), CCCP1(=O)OP(=O)(OP(=O)(O1)CCC)CCC (1-propanephosphonic acid cyclic anhydride), C(C1=CC=CC=C1)OCC(C(=O)O)NC(C(C)(C)NC(=O)OC(C)(C)C)=O (3-benzyloxy-2-(2-tert-butoxycarbonylamino-2-methyl-propionylamino)-propionic acid), tertiary amine. Product: C(C)(C)(C)OC(NC(C)(C)C(N[C@@H](C(=O)N1C[C@@]2(N(CC1)C(N(C2=O)CC(F)(F)F)=O)CC2=NC=CC=C2)COCC2=CC=CC=C2)=O)=O ((1-(1(R)-benzyloxymethyl-2-(1,3-dioxo-8a(S)-pyridin-2-ylmethyl-2-(2,2,2-trifluoro-ethyl)-hexahydro-imidazo[1,5-a]pyrazin-7-yl)-2-oxo-ethylcarbamoyl)-1-methyl-ethyl)-carbamic acid tert-butyl ester). As a reaction SMILES: C(O[C:6]([N:8]1[CH2:13][CH2:12][N:11]2[C:14](=[O:23])[N:15]([CH2:18][C:19]([F:22])([F:21])[F:20])[C:16](=[O:17])[C@:10]2([CH2:24][C:25]2[CH:30]=[CH:29][CH:28]=[CH:27][N:26]=2)[CH2:9]1)=[O:7])(C)(C)C.[CH2:31]([O:38][CH2:39][CH:40]([NH:44][C:45](=[O:57])[C:46]([NH:49][C:50]([O:52][C:53]([CH3:56])([CH3:55])[CH3:54])=[O:51])([CH3:48])[CH3:47])C(O)=O)[C:32]1[CH:37]=[CH:36][CH:35]=[CH:34][CH:33]=1.CCCP1(OP(CCC)(=O)OP(CCC)(=O)O1)=O>>[C:53]([O:52][C:50](=[O:51])[NH:49][C:46]([C:45](=[O:57])[NH:44][C@H:40]([CH2:39][O:38][CH2:31][C:32]1[CH:37]=[CH:36][CH:35]=[CH:34][CH:33]=1)[C:6]([N:8]1[CH2:13][CH2:12][N:11]2[C:14](=[O:23])[N:15]([CH2:18][C:19]([F:20])([F:21])[F:22])[C:16](=[O:17])[C@:10]2([CH2:24][C:25]2[CH:30]=[CH:29][CH:28]=[CH:27][N:26]=2)[CH2:9]1)=[O:7])([CH3:48])[CH3:47])([CH3:54])([CH3:55])[CH3:56]. Procedure: reacting said 1,3-dioxo-8a(S)-pyridin-2-ylmethyl-2-(2,2,2-trifluoro-ethyl)-hexahydro-imidazo[1,5-a]pyrazine-7-carboxylic acid tert-butyl ester with 3-benzyloxy-2-(2-tert-butoxycarbonylamino-2-methyl-propionylamino)-propionic acid in the presence of a tertiary amine and 1-propanephosphonic acid cyclic anhydride in a reaction inert solvent to form (1-(1(R)-benzyloxymethyl-2-(1,3-dioxo-8a(S)-pyridin-2-ylmethyl-2-(2,2,2-trifluoro-ethyl)-hexahydro-imidazo[1,5-a]pyrazin-7-yl)-2-oxo-ethylcarbamoyl)-1-m... Reactants: C(C)(C)(C)OC(C(C)(C)O\N=C(/C(=O)N[C@H]1[C@H](N(C1=O)S(=O)(=O)O)CN1N=CC(=N1)CNC(=O)OC(C)(C)C)\C=1N=C(SC1)NC(=O)OC(C)(C)C)=O ((2R,3S)-3-((Z)-2-(((1-(tert-butoxy)-2-methyl-1-oxopropan-2-yl)oxy)imino)-2-(2-((tert-butoxycarbonyl)amino)thiazol-4-yl)acetamido)-2-((4-(((tert-butoxycarbonyl)amino)methyl)-2H-1,2,3-triazol-2-yl)methyl)-4-oxoazetidine-1-sulfonic acid), C(=O)(C(F)(F)F)O (TFA). As a reaction SMILES: C([O:5][C:6](=[O:53])[C:7]([O:10]/[N:11]=[C:12](/[C:40]1[N:41]=[C:42]([NH:45]C(OC(C)(C)C)=O)[S:43][CH:44]=1)\[C:13]([NH:15][C@@H:16]1[C:19](=[O:20])[N:18]([S:21]([OH:24])(=[O:23])=[O:22])[C@@H:17]1[CH2:25][N:26]1[N:30]=[C:29]([CH2:31][NH:32]C(OC(C)(C)C)=O)[CH:28]=[N:27]1)=[O:14])([CH3:9])[CH3:8])(C)(C)C.C(O)(C(F)(F)F)=O>C(O)=O>[NH2:32][CH2:31][C:29]1[CH:28]=[N:27][N:26]([CH2:25][C@@H:17]2[C@H:16]([NH:15][C:13](=[O:14])/[C:12](=[N:11]\[O:10][C:7]([CH3:9])([CH3:8])[C:6]([OH:53])=[O:5])/[C:40]3[N:41]=[C:42]([NH2:45])[S:43][CH:44]=3)[C:19](=[O:20])[N:18]2[S:21]([OH:24])(=[O:23])=[O:22])[N:30]=1. Run in C(=O)O (formic acid). The yield is 31.1%. Run at temperature 0 celsius. The product is NCC1=NN(N=C1)C[C@H]1N(C([C@H]1NC(\C(\C=1N=C(SC1)N)=N/OC(C(=O)O)(C)C)=O)=O)S(=O)(=O)O (2-(((Z)-(2-(((2R,3S)-2-((4-(aminomethyl)-2H-1,2,3-triazol-2-yl)methyl)-4-oxo-1-sulfoazetidin-3-yl)amino)-1-(2-aminothiazol-4-yl)-2-oxoethylidene)amino)oxy)-2-methylpropanoic acid). Procedure: (2R,3S)-3-((Z)-2-(((1-(tert-butoxy)-2-methyl-1-oxopropan-2-yl)oxy)imino)-2-(2-((tert-butoxycarbonyl)amino)thiazol-4-yl)acetamido)-2-((4-(((tert-butoxycarbonyl)amino)methyl)-2H-1,2,3-triazol-2-yl)methyl)-4-oxoazetidine-1-sulfonic acid (82 mg, 0.104 mmol) was stirred with formic acid (2.0 mL) at rt for 5 h, which removed both Boc groups. After concentration in vacuo, the material was dissolved in DCM (1.5 mL), cooled to 0° C. and treated with TFA (0.5 mL, 6.5 mmol) for 1 h, whereupon it was concen...